This data is from the Open Reaction Database (ORD), a public repository of structured organic reaction records. The task is: describe an organic reaction: reactants, conditions, products, and yield Starting materials: ClC1=NC=C(C=2C=CC(=NC12)C)B(O)O (8-chloro-2-methyl-[1,7]naphthyridine-5-boronic acid), BrC1=NC(=NS1)C (5-bromo-3-methyl-[1,2,4]thiadiazole), NC=1N=C(SC1)C (4-amino-2-methylthiazole). Product: CC1=NC2=C(N=CC(=C2C=C1)C1=NC(=NS1)C)NC=1N=C(SC1)C ([2-Methyl-5-(3-methyl-[1,2,4]thiadiazol-5-yl)-[1,7]naphthyridin-8-yl]-(2-methyl-thiazol-4-yl)-amine). RXN SMILES: Cl[C:2]1[C:11]2[N:10]=[C:9]([CH3:12])[CH:8]=[CH:7][C:6]=2[C:5](B(O)O)=[CH:4][N:3]=1.Br[C:17]1[S:21][N:20]=[C:19]([CH3:22])[N:18]=1.[NH2:23][C:24]1[N:25]=[C:26]([CH3:29])[S:27][CH:28]=1>>[CH3:12][C:9]1[CH:8]=[CH:7][C:6]2[C:11](=[C:2]([NH:23][C:24]3[N:25]=[C:26]([CH3:29])[S:27][CH:28]=3)[N:3]=[CH:4][C:5]=2[C:17]2[S:21][N:20]=[C:19]([CH3:22])[N:18]=2)[N:10]=1. Procedure: The title compound, MS: m/e=355.2 (M+H+), was prepared in accordance with the general method of example 15 step 1 and step 3 from 8-chloro-2-methyl-[1,7]naphthyridine-5-boronic acid (Example L), 5-bromo-3-methyl-[1,2,4]thiadiazole (Example M) and 4-amino-2-methylthiazole (Example F). The reactants are C(#N)C(C(=O)N)C(NC1=CC(=C(C=C1)OC1=C(C=CC(=C1)Cl)Cl)F)=S (2-Cyano-2-[4-(2,5-dichloro-phenoxy)-3-fluoro-phenylthiocarbamoyl]-acetamide), BrBr (bromine). Solvent: C(C)(=O)OCC (ethyl acetate), C(C)(=O)OCC (ethyl acetate). The product is ClC1=C(OC2=C(C=C(C=C2)NC2=C(C(=NS2)O)C#N)F)C=C(C=C1)Cl (5-[4-(2,5-Dichloro-phenoxy)-3-fluoro-phenylamino]-3-hydroxy-isothiazole-4-carbonitrile). Reaction SMILES: [C:1]([CH:3]([C:7](=[S:25])[NH:8][C:9]1[CH:14]=[CH:13][C:12]([O:15][C:16]2[CH:21]=[C:20]([Cl:22])[CH:19]=[CH:18][C:17]=2[Cl:23])=[C:11]([F:24])[CH:10]=1)[C:4]([NH2:6])=[O:5])#[N:2].BrBr>C(OCC)(=O)C>[Cl:23][C:17]1[CH:18]=[CH:19][C:20]([Cl:22])=[CH:21][C:16]=1[O:15][C:12]1[CH:13]=[CH:14][C:9]([NH:8][C:7]2[S:25][N:6]=[C:4]([OH:5])[C:3]=2[C:1]#[N:2])=[CH:10][C:11]=1[F:24]. Procedure details: 2-Cyano-2-[4-(2,5-dichloro-phenoxy)-3-fluoro-phenylthiocarbamoyl]-acetamide (1.6 g, 4 mmol) was dissolved in anhydrous ethyl acetate (60 ml) and a solution of bromine (0.2 ml, 4 mmol) in anhydrous ethyl acetate (10 ml) was added dropwise into the mixture with stirring at room temperature. After addition, the reaction mixture was stirred for another 3 hours. The precipitate was filtered and the solid was washed with ethyl ether and suspended in a saturated sodium bicarbonate with stirring for 10 ... The reactants are COC1=C(C=CC(=C1)OC)C1=NNC2=C(C=CC=C12)F (3-(2,4-dimethoxyphenyl)-7-fluoro-1H-indazole), [H-].[Na+] (sodium hydride), IC(C)C (2-iodopropane). Product: COC1=C(C=CC(=C1)OC)C=1N(N=C2C(=CC=CC12)F)C(C)C (3-(2,4-dimethoxyphenyl)-7-fluoro-2-isopropyl-2H-indazole). The yield is 23.1%. Reaction SMILES: [CH3:1][O:2][C:3]1[CH:8]=[C:7]([O:9][CH3:10])[CH:6]=[CH:5][C:4]=1[C:11]1[C:19]2[C:14](=[C:15]([F:20])[CH:16]=[CH:17][CH:18]=2)[NH:13][N:12]=1.[H-].[Na+].I[CH:24]([CH3:26])[CH3:25]>>[CH3:1][O:2][C:3]1[CH:8]=[C:7]([O:9][CH3:10])[CH:6]=[CH:5][C:4]=1[C:11]1[N:12]([CH:24]([CH3:26])[CH3:25])[N:13]=[C:14]2[C:19]=1[CH:18]=[CH:17][CH:16]=[C:15]2[F:20] |f:1.2|. Procedure details: Prepared according to Method D step B from 3-(2,4-dimethoxyphenyl)-7-fluoro-1H-indazole (0.300 g, 1.10 mmol), sodium hydride (60% in oil, 0.058 g, 1.50 mmol) and 2-iodopropane (0.20 mL, 2.00 mmol) to give the title compound (0.080 g) as a white solid. The reactants are CC1=CC(=NC=C1)NC1=NC(=CC=C1)C1=CN=C(O1)C1=CC=CC=C1 ((4-methyl-pyridin-2-yl)-[6-(2-phenyl-oxazol-5-yl)-pyridin-2-yl]-amine), C(=O)([O-])[O-].[K+].[K+] (K2CO3), IC=1OC(=CN1)C1=CC=CC(=N1)NC1=NC=CC(=C1)C ([6-(2-iodo-oxazol-5-yl)-pyridin-2-yl]-(4-methyl-pyridin-2-yl)-amine), COC1=NC=CC=C1B(O)O (2-methoxy-pyridine-3-boronic acid). The reagents and catalysts are C=1C=CC(=CC1)[P](C=2C=CC=CC2)(C=3C=CC=CC3)[Pd]([P](C=4C=CC=CC4)(C=5C=CC=CC5)C=6C=CC=CC6)([P](C=7C=CC=CC7)(C=8C=CC=CC8)C=9C=CC=CC9)[P](C=1C=CC=CC1)(C=1C=CC=CC1)C=1C=CC=CC1 (Pd(PPh3)4). Solvent: C1CCOC1 (THF), O (water). The product is COC1=NC=CC=C1C=1OC(=CN1)C1=CC=CC(=N1)NC1=NC=CC(=C1)C ({6-[2-(2-methoxy-pyridin-3-yl)-oxazol-5-yl]-pyridin-2-yl}-(4-methyl-pyridin-2-yl)-amine). Reaction SMILES: CC1C=CN=C(NC2C=CC=C(C3OC(C4C=CC=CC=4)=NC=3)N=2)C=1.I[C:27]1[O:28][C:29]([C:32]2[N:37]=[C:36]([NH:38][C:39]3[CH:44]=[C:43]([CH3:45])[CH:42]=[CH:41][N:40]=3)[CH:35]=[CH:34][CH:33]=2)=[CH:30][N:31]=1.[CH3:46][O:47][C:48]1[C:53](B(O)O)=[CH:52][CH:51]=[CH:50][N:49]=1.C([O-])([O-])=O.[K+].[K+]>C1C=CC([P]([Pd]([P](C2C=CC=CC=2)(C2C=CC=CC=2)C2C=CC=CC=2)([P](C2C=CC=CC=2)(C2C=CC=CC=2)C2C=CC=CC=2)[P](C2C=CC=CC=2)(C2C=CC=CC=2)C2C=CC=CC=2)(C2C=CC=CC=2)C2C=CC=CC=2)=CC=1.O.C1COCC1>[CH3:46][O:47][C:48]1[C:53]([C:27]2[O:28][C:29]([C:32]3[N:37]=[C:36]([NH:38][C:39]4[CH:44]=[C:43]([CH3:45])[CH:42]=[CH:41][N:40]=4)[CH:35]=[CH:34][CH:33]=3)=[CH:30][N:31]=2)=[CH:52][CH:51]=[CH:50][N:49]=1 |f:3.4.5,^1:66,68,87,106|. Procedure: Prepared as for (4-methyl-pyridin-2-yl)-[6-(2-phenyl-oxazol-5-yl)-pyridin-2-yl]-amine above using [6-(2-iodo-oxazol-5-yl)-pyridin-2-yl]-(4-methyl-pyridin-2-yl)-amine, 2-methoxy-pyridine-3-boronic acid, K2CO3 and Pd(PPh3)4 in a 2:1 mixture by volume of THF and water to give {6-[2-(2-methoxy-pyridin-3-yl)-oxazol-5-yl]-pyridin-2-yl}-(4-methyl-pyridin-2-yl)-amine as a yellow solid. 1-1 NMR (400 MHz, DMSO-d6) δ 9.76 (s, 1H), 8.46-8.31 (m, 2H), 8.12 (d, J=5.0 Hz, 1H), 7.87-7.82 (m, 2H), 7.82-7.75 (m, ... Starting materials: CCO, CSC1=NC(c2c(Cl)cccc2Cl)CN1, I, NCCO. Product: OCCNC1=NC(c2c(Cl)cccc2Cl)CN1, I. RXN SMILES: [CH3:21][CH2:22][OH:23].[CH3:2][S:3][C:4]1=[N:8][CH:7]([c:9]2[c:10]([Cl:16])[cH:11][cH:12][cH:13][c:14]2[Cl:15])[CH2:6][NH:5]1.[IH:1].[NH2:17][CH2:18][CH2:19][OH:20]>>[C:4]1([NH:17][CH2:18][CH2:19][OH:20])=[N:8][CH:7]([c:9]2[c:10]([Cl:16])[cH:11][cH:12][cH:13][c:14]2[Cl:15])[CH2:6][NH:5]1.[IH:1]. Reactants: C(#N)CC(=O)O (Cyanoacetic acid), C(=O)=O (Carbon dioxide), C(CCC)NC(C1CCNCC1)=O (N-butyl isonipecotamide), C=O (formaldehyde). Solvent: C(Cl)(Cl)Cl.CO (chloroform methyl alcohol), O1CCOCC1 (dioxane), O (water). Conditions: time 4 hour. The product is C(CCC)NC(=O)C1CCN(CC1)CC(=C)C#N (N-(n-Butyl)-1-(2-cyano-2-propenyl)-4-piperidinecarboxamide). RXN SMILES: [C:1]([CH2:3][C:4](O)=O)#[N:2].[CH2:7]([NH:11][C:12](=[O:19])[CH:13]1[CH2:18][CH2:17][NH:16][CH2:15][CH2:14]1)[CH2:8][CH2:9][CH3:10].C=O.[C:22](=O)=O>C(Cl)(Cl)Cl.CO.O.O1CCOCC1>[CH2:7]([NH:11][C:12]([CH:13]1[CH2:18][CH2:17][N:16]([CH2:22][C:3]([C:1]#[N:2])=[CH2:4])[CH2:15][CH2:14]1)=[O:19])[CH2:8][CH2:9][CH3:10] |f:4.5|. Procedure details: Cyanoacetic acid (0.9 g., 0.01 mole) was dissolved in 11 ml. of dioxane and 4 ml. of water. N-butyl isonipecotamide (1.84 g., 0.01 mole) was added with stirring in portions to keep the temperature below 30° C. In 2 minutes 37% aqueous formaldehyde (1.66 g., 0.02 mole) was added and the temperatures maintained at 25°-28° C. Carbon dioxide evolution was evident. After 4 hours, the reaction appeared complete as determined by thin layer chromatography on silica gel developed with chloroform-methyl a... Starting materials: OCCCCCCCCNC(=O)C=1C=C(C=CC1)S(=O)(=O)C=1C=C2C(=C(C=NC2=C(C1)C)C(=O)N)NC1=CC(=CC=C1)OC (6-[[3-[(8-Hydroxyoctyl)carbamoyl]phenyl]sulfonyl]-4-[(3-methoxyphenyl)amino]-8-methylquinoline-3-carboxamide), NC=1C=C(C=CC1)C#CCCCO (5-(3-aminophenyl)pent-4-yn-1-ol), C36H33N4O6S. Yields the product OCCCC#CC=1C=C(C=CC1)NC(=O)C=1C=C(C=CC1)S(=O)(=O)C=1C=C2C(=C(C=NC2=C(C1)C)C(=O)N)NC1=CC(=CC=C1)OC (6-((3-((3-(5-hydroxypent-1-yn-1-yl)phenyl)carbamoyl)phenyl)sulfonyl)-4-((3-methoxyphenyl)amino)-8-methylquinoline-3-carboxamide). As a reaction SMILES: [OH:1][CH2:2][CH2:3][CH2:4][CH2:5][CH2:6][CH2:7][CH2:8][CH2:9][NH:10][C:11]([C:13]1[CH:14]=[C:15]([S:19]([C:22]2[CH:23]=[C:24]3[C:29](=[C:30]([CH3:32])[CH:31]=2)[N:28]=[CH:27][C:26]([C:33]([NH2:35])=[O:34])=[C:25]3[NH:36][C:37]2[CH:42]=[CH:41][CH:40]=[C:39]([O:43][CH3:44])[CH:38]=2)(=[O:21])=[O:20])[CH:16]=[CH:17][CH:18]=1)=[O:12].N[C:46]1[CH:47]=C(C#CCCCO)C=C[CH:51]=1>>[OH:1][CH2:2][CH2:3][CH2:4][C:5]#[C:6][C:7]1[CH:8]=[C:9]([NH:10][C:11]([C:13]2[CH:14]=[C:15]([S:19]([C:22]3[CH:23]=[C:24]4[C:29](=[C:30]([CH3:32])[CH:31]=3)[N:28]=[CH:27][C:26]([C:33]([NH2:35])=[O:34])=[C:25]4[NH:36][C:37]3[CH:42]=[CH:41][CH:40]=[C:39]([O:43][CH3:44])[CH:38]=3)(=[O:21])=[O:20])[CH:16]=[CH:17][CH:18]=2)=[O:12])[CH:51]=[CH:46][CH:47]=1. Reported procedure: The title compound was synthesized in a manner analogous to that described for Intermediate 70, using Intermediate 47 in place of 8-aminooctanol. ES/MS calcd. for C36H33N4O6S+ 649.2. Found m/z=649.3 (M+H)+. Starting materials: C(C)(C)[N-]C(C)C.[Li+] (lithium diisopropylamide), CI (Methyl iodide), COC(CC1=CC2=CC=C(C=C2C(=C1)C(C1=CC=C(C=C1)S(=O)(=O)C)=O)F)=O ([6-fluoro-4-(4-methanesulfonyl-benzoyl)-naphthalen-2-yl]-acetic acid methyl ester). The solvent is CN(P(=O)(N(C)C)N(C)C)C (hexamethylphosphoramide), O1CCCC1 (tetrahydrofuran), O1CCCC1 (tetrahydrofuran). Reaction conditions: temperature -78 celsius, time 30 minute. Yields the product COC(C(C)C1=CC2=CC=C(C=C2C(=C1)C(C1=CC=C(C=C1)S(=O)(=O)C)=O)F)=O (2-[6-fluoro-4-(4-methanesulfonyl-benzoyl)-naphthalen-2-yl]-propionic acid methyl ester). The yield is 56.4%. As a reaction SMILES: [CH:1]([N-]C(C)C)(C)C.[Li+].[CH3:9][O:10][C:11](=[O:36])[CH2:12][C:13]1[CH:22]=[C:21]([C:23](=[O:34])[C:24]2[CH:29]=[CH:28][C:27]([S:30]([CH3:33])(=[O:32])=[O:31])=[CH:26][CH:25]=2)[C:20]2[C:15](=[CH:16][CH:17]=[C:18]([F:35])[CH:19]=2)[CH:14]=1.CI>O1CCCC1.CN(C)P(N(C)C)(N(C)C)=O>[CH3:9][O:10][C:11](=[O:36])[CH:12]([C:13]1[CH:22]=[C:21]([C:23](=[O:34])[C:24]2[CH:25]=[CH:26][C:27]([S:30]([CH3:33])(=[O:32])=[O:31])=[CH:28][CH:29]=2)[C:20]2[C:15](=[CH:16][CH:17]=[C:18]([F:35])[CH:19]=2)[CH:14]=1)[CH3:1] |f:0.1|. Procedure: To in situ generated lithium diisopropylamide (LDA) (0.33 mmol) [from diisopropylamine (0.33 mmol) and n-butyllithium (0.36 mmol)] in tetrahydrofuran (1.5 mL) at −78° C. under nitrogen was added a solution of [6-fluoro-4-(4-methanesulfonyl-benzoyl)-naphthalen-2-yl]-acetic acid methyl ester (0.120 g, 0.30 mmol, prepared in an analogous manner to the precursor of example 2-1 according to Scheme 2) in tetrahydrofuran (1.0 mL) drop-wise. The reaction mixture was stirred for 30 minutes at −78° C. Met... Reaction SMILES: [CH3:17][O:18][c:19]1[cH:20][cH:21][c:22]([S:25](=[O:26])(=[O:27])[n:28]2[c:29]([Cl:43])[n:30][c:31]3[c:32]2[cH:33][cH:34][c:35](-[c:37]2[cH:38][cH:39][cH:40][cH:41][cH:42]2)[cH:36]3)[cH:23][cH:24]1.[CH3:1][C:2]#[N:3].[CH3:53][CH2:54][O:55][C:56](=[O:57])[CH3:58].[CH:44]([N:45]([CH:46]([CH3:47])[CH3:48])[CH2:49][CH3:50])([CH3:51])[CH3:52].[O:4]=[S:5]1(=[O:16])[N:6]([CH:10]2[CH2:11][CH2:12][NH:13][CH2:14][CH2:15]2)[CH2:7][CH2:8][CH2:9]1.[OH2:59]>>[O:4]=[S:5]1(=[O:16])[N:6]([CH:10]2[CH2:11][CH2:12][N:13]([c:29]3[n:28]([S:25]([c:22]4[cH:21][cH:20][c:19]([O:18][CH3:17])[cH:24][cH:23]4)(=[O:26])=[O:27])[c:32]4[c:31]([n:30]3)[cH:36][c:35](-[c:37]3[cH:38][cH:39][cH:40][cH:41][cH:42]3)[cH:34][cH:33]4)[CH2:14][CH2:15]2)[CH2:7][CH2:8][CH2:9]1. The product is COc1ccc(S(=O)(=O)n2c(N3CCC(N4CCCS4(=O)=O)CC3)nc3cc(-c4ccccc4)ccc32)cc1. Starting materials: COc1ccc(S(=O)(=O)n2c(Cl)nc3cc(-c4ccccc4)ccc32)cc1, CC#N, CCOC(C)=O, CCN(C(C)C)C(C)C, O=S1(=O)CCCN1C1CCNCC1, O.